Dataset: the Open Reaction Database (ORD), a public repository of structured organic reaction records. Task: describe an organic reaction: reactants, conditions, products, and yield Reactants: BrC=1C=C(C(=O)OC)C=C(C1)Br (methyl 3,5-dibromobenzoate), FC1=CC=C(C=C1)B(O)O (4-fluoro-phenyl boronic acid), C(=O)([O-])[O-].[Na+].[Na+] (Na2CO3). The reagents and catalysts are [Pd].C1(=CC=CC=C1)P(C1=CC=CC=C1)C1=CC=CC=C1.C1(=CC=CC=C1)P(C1=CC=CC=C1)C1=CC=CC=C1.C1(=CC=CC=C1)P(C1=CC=CC=C1)C1=CC=CC=C1.C1(=CC=CC=C1)P(C1=CC=CC=C1)C1=CC=CC=C1 (tetrakis(triphenylphosphine) palladium (0)). The solvent is COCCOCCOC (2-methoxyethyl ether), C(C)O (ethanol). Conditions: temperature 88 celsius. Product: BrC=1C=C(C(=O)OC)C=C(C1)C1=CC=C(C=C1)F (methyl 3-bromo-5-(4-fluorophenyl)benzoate), FC1=CC=C(C=C1)C=1C=C(C(=O)OC)C=C(C1)C1=CC=C(C=C1)F (methyl 3,5-di(4-fluorophenyl)benzoate). Yield: 4.0%. RXN SMILES: Br[C:2]1[CH:3]=[C:4]([CH:9]=[C:10]([Br:12])[CH:11]=1)[C:5]([O:7][CH3:8])=[O:6].[F:13][C:14]1[CH:19]=[CH:18][C:17](B(O)O)=[CH:16][CH:15]=1.C([O-])([O-])=O.[Na+].[Na+]>COCCOCCOC.C(O)C.[Pd].C1(P(C2C=CC=CC=2)C2C=CC=CC=2)C=CC=CC=1.C1(P(C2C=CC=CC=2)C2C=CC=CC=2)C=CC=CC=1.C1(P(C2C=CC=CC=2)C2C=CC=CC=2)C=CC=CC=1.C1(P(C2C=CC=CC=2)C2C=CC=CC=2)C=CC=CC=1>[Br:12][C:10]1[CH:9]=[C:4]([CH:3]=[C:2]([C:17]2[CH:18]=[CH:19][C:14]([F:13])=[CH:15][CH:16]=2)[CH:11]=1)[C:5]([O:7][CH3:8])=[O:6].[F:13][C:14]1[CH:19]=[CH:18][C:17]([C:2]2[CH:3]=[C:4]([CH:9]=[C:10]([C:17]3[CH:18]=[CH:19][C:14]([F:13])=[CH:15][CH:16]=3)[CH:11]=2)[C:5]([O:7][CH3:8])=[O:6])=[CH:16][CH:15]=1 |f:2.3.4,7.8.9.10.11|. Reported procedure: To a solution of methyl 3,5-dibromobenzoate (3.00 g, 10.2 mmol) and 4-fluoro-phenyl boronic acid (1.43 g, 10.2 mmol) in 2-methoxyethyl ether (60 ml) and ethanol (3 ml) was added Na2CO3 (saturated, 9 ml), followed by tetrakis(triphenylphosphine) palladium (0) (0.2 g). The mixture was heated at 88° C. for 1.5 h, then cooled to room temperature, partitioned between hexane and water, and the organic phase washed with brine, dried over anhydrous sodium sulfate, decanted, and the organic solution conc... Product: C(C)(=O)OCCOC1=NN(C(=C1I)N(COCCOC)S(=O)(=O)C1=CC=C(C=C1)C(C)(C)C)C (2-[(5-{{[4-(tert-butyl)phenyl]sulfonyl}[(2-methoxyethoxy)methyl]amino}-4-iodo-1-methyl-1H-pyrazol-3-yl)oxy]ethyl acetate). Conditions: time 0.5 hour. Procedure: To 2-{[5-({[4-(tert-butyl)phenyl]sulfonyl}amino)-4-iodo-1-methyl-1H-pyrazol-3-yl]oxy}ethyl acetate (Preparation 7) (8 g) in solution in tetrahydrofuran (200 ml) was added sodium hydride (860 mg of a 60% dispersion in oil), at room temperature. The reaction was stirred at room temperature for 0.5 hours and 2-methoxyethoxymethyl chloride (2.7 ml) was added dropwise. The reaction was stirred for an other 0.5 hours and was then diluted with a saturated aqueous solution of ammonium chloride (50 ml) a... The reactants are C(C)(=O)OCCOC1=NN(C(=C1I)NS(=O)(=O)C1=CC=C(C=C1)C(C)(C)C)C (2-{[5-({[4-(tert-butyl)phenyl]sulfonyl}amino)-4-iodo-1-methyl-1H-pyrazol-3-yl]oxy}ethyl acetate), [H-].[Na+] (sodium hydride), C(C)(=O)OCC (Ethyl acetate), COCCOCCl (2-methoxyethoxymethyl chloride). As a reaction SMILES: [C:1]([O:4][CH2:5][CH2:6][O:7][C:8]1[C:12]([I:13])=[C:11]([NH:14][S:15]([C:18]2[CH:23]=[CH:22][C:21]([C:24]([CH3:27])([CH3:26])[CH3:25])=[CH:20][CH:19]=2)(=[O:17])=[O:16])[N:10]([CH3:28])[N:9]=1)(=[O:3])[CH3:2].[H-].[Na+].[CH3:31][O:32][CH2:33][CH2:34][O:35][CH2:36]Cl.C(OCC)(=O)C>O1CCCC1.[Cl-].[NH4+]>[C:1]([O:4][CH2:5][CH2:6][O:7][C:8]1[C:12]([I:13])=[C:11]([N:14]([S:15]([C:18]2[CH:19]=[CH:20][C:21]([C:24]([CH3:27])([CH3:26])[CH3:25])=[CH:22][CH:23]=2)(=[O:17])=[O:16])[CH2:31][O:32][CH2:33][CH2:34][O:35][CH3:36])[N:10]([CH3:28])[N:9]=1)(=[O:3])[CH3:2] |f:1.2,6.7|. Run in O1CCCC1 (tetrahydrofuran), [Cl-].[NH4+] (ammonium chloride). Starting materials: COc1ccc(C=O)c(C(=O)O)c1, CC(=O)O, CC(=O)[O-], [Na+], O, O=C1CSC(=S)N1. Yields the product COc1ccc(C=C2SC(=S)NC2=O)c(C(=O)O)c1. RXN SMILES: [CH3:1][O:2][c:3]1[cH:4][cH:5][c:6]([CH:12]=[O:13])[c:7]([C:8](=[O:9])[OH:10])[cH:11]1.[CH3:21][C:22](=[O:23])[OH:24].[CH3:26][C:27](=[O:28])[O-:29].[Na+:25].[OH2:30].[S:14]1[C:15](=[S:16])[NH:17][C:18](=[O:19])[CH2:20]1>>[CH3:1][O:2][c:3]1[cH:4][cH:5][c:6]([CH:12]=[C:20]2[S:14][C:15](=[S:16])[NH:17][C:18]2=[O:19])[c:7]([C:8](=[O:9])[OH:10])[cH:11]1. Reactants: Cc1cc(C)n(-c2cc(OS(C)(=O)=O)c(Cl)cc2F)n1, O, O=[N+]([O-])O, O=S(=O)(O)O. Yields the product Cc1nn(-c2cc(OS(C)(=O)=O)c(Cl)cc2F)c(C)c1[N+](=O)[O-]. RXN SMILES: [F:1][c:2]1[c:3](-[n:14]2[n:15][c:16]([CH3:20])[cH:17][c:18]2[CH3:19])[cH:4][c:5]([O:9][S:10](=[O:11])(=[O:12])[CH3:13])[c:6]([Cl:8])[cH:7]1.[OH2:30].[OH:26][N+:27]([O-:28])=[O:29].[S:21](=[O:22])(=[O:23])([OH:24])[OH:25]>>[F:1][c:2]1[c:3](-[n:14]2[n:15][c:16]([CH3:20])[c:17]([N+:27](=[O:26])[O-:28])[c:18]2[CH3:19])[cH:4][c:5]([O:9][S:10](=[O:11])(=[O:12])[CH3:13])[c:6]([Cl:8])[cH:7]1. Starting materials: [H-].[Na+] (sodium hydride), C1=CC=CC=2N(CC3=C(CC21)C=CC=C3)C(=O)C3=CC=C(C=C3)NC(C3=C(C=CC=C3)C)=O (N-[4-[(6,11-dihydro-5H-dibenz[b,e]azepin-5-yl)carbonyl]phenyl]-2-methylbenzamide), [I-].C[N+](C)=C (N,N-dimethyl-methylene ammonium iodide). The solvent is CCOCC (ether), O1CCCC1 (tetrahydrofuran). Conditions: time 1 hour. Product: C1=CC=CC=2N(CC3=C(CC21)C=CC=C3)C(=O)C3=CC=C(C=C3)N(C(C3=C(C=CC=C3)C)=O)CN(C)C (N-[4-[(6,11-Dihydro-5H-dibenz[b,e]azepin-5-yl)carbonyl]phenyl]-N-[(dimethylamino)methyl]-2-methylbenzamide). Yield: 88.3%. As a reaction SMILES: [H-].[Na+].[CH:3]1[C:13]2[CH2:12][C:11]3[CH:14]=[CH:15][CH:16]=[CH:17][C:10]=3[CH2:9][N:8]([C:18]([C:20]3[CH:25]=[CH:24][C:23]([NH:26][C:27](=[O:35])[C:28]4[CH:33]=[CH:32][CH:31]=[CH:30][C:29]=4[CH3:34])=[CH:22][CH:21]=3)=[O:19])[C:7]=2[CH:6]=[CH:5][CH:4]=1.[I-].[CH3:37][N+:38](=[CH2:40])[CH3:39]>O1CCCC1.CCOCC>[CH:3]1[C:13]2[CH2:12][C:11]3[CH:14]=[CH:15][CH:16]=[CH:17][C:10]=3[CH2:9][N:8]([C:18]([C:20]3[CH:25]=[CH:24][C:23]([N:26]([CH2:37][N:38]([CH3:40])[CH3:39])[C:27](=[O:35])[C:28]4[CH:33]=[CH:32][CH:31]=[CH:30][C:29]=4[CH3:34])=[CH:22][CH:21]=3)=[O:19])[C:7]=2[CH:6]=[CH:5][CH:4]=1 |f:0.1,3.4|. Procedure: To a suspension of 14 mg of 60% sodium hydride in oil, in 2 ml of tetrahydrofuran is added 0.13 g of N-[4-[(6,11-dihydro-5H-dibenz[b,e]azepin-5-yl)carbonyl]phenyl]-2-methylbenzamide. The reactants are stirred for 1 hour and 62 mg of N,N-dimethyl-methylene ammonium iodide added followed by stirring for 2 hours. The mixture is diluted with 10 ml of ether and filtered. The filtrate is evaporated in vacuo to a residue which is stirred with hexanes to give 0.13 g of the desired product as a white sol...